This data is from the Open Reaction Database (ORD), a public repository of structured organic reaction records. The task is: describe an organic reaction: reactants, conditions, products, and yield The reactants are COCCOCCOCCN1C(NC(C1=O)(C)C)=O (3-(2-(2-(2-methoxyethoxy)ethoxy)ethyl)-5,5-dimethylimidazolidine-2,4-dione), C(C)(C)(C)OCl (tert-butylhypochlorite). Solvent: CO (methanol). Run at temperature 0 celsius, time 1 hour. Product: ClN1C(N(C(C1(C)C)=O)CCOCCOCCOC)=O (1-chloro-3-(2-(2-(2-methoxyethoxy)ethoxy)ethyl)-5,5-dimethylimidazolidine-2,4-dione). Yield: 4.9%. As a reaction SMILES: [CH3:1][O:2][CH2:3][CH2:4][O:5][CH2:6][CH2:7][O:8][CH2:9][CH2:10][N:11]1[C:15](=[O:16])[C:14]([CH3:18])([CH3:17])[NH:13][C:12]1=[O:19].C(O[Cl:25])(C)(C)C>CO>[Cl:25][N:13]1[C:14]([CH3:17])([CH3:18])[C:15](=[O:16])[N:11]([CH2:10][CH2:9][O:8][CH2:7][CH2:6][O:5][CH2:4][CH2:3][O:2][CH3:1])[C:12]1=[O:19]. Reported procedure: To a 0° C. solution of 3-(2-(2-(2-methoxyethoxy)ethoxy)ethyl)-5,5-dimethylimidazolidine-2,4-dione (900 mg, 3.3 mmol) in methanol (80 ml) was added tert-butylhypochlorite (220 mg, 2.0 mmol). The mixture was stirred for 1 hour at 0° C. The reaction mixture was checked for completion by high pressure liquid chromatography. The reaction mixture was concentrated in vacuo, and crude material was purified by preparative-high pressure liquid chromatography to give 30 mg (3%) of the title compound. 1H NM... Starting materials: O=C1CCC(=O)N1Br, ClCCl, CS(=O)(=O)c1ccc(C(CC2CCCC2)C(=O)O)cc1, Cc1ccc(N)nc1, c1ccc(P(c2ccccc2)c2ccccc2)cc1. Yields the product Cc1ccc(NC(=O)C(CC2CCCC2)c2ccc(S(C)(=O)=O)cc2)nc1. As a reaction SMILES: [Br:20][N:21]1[C:22](=[O:23])[CH2:24][CH2:25][C:26]1=[O:27].[CH2:56]([Cl:57])[Cl:58].[CH:28]1([CH2:33][CH:34]([C:35](=[O:36])[OH:37])[c:38]2[cH:39][cH:40][c:41]([S:44](=[O:45])(=[O:46])[CH3:47])[cH:42][cH:43]2)[CH2:29][CH2:30][CH2:31][CH2:32]1.[NH2:48][c:49]1[n:50][cH:51][c:52]([CH3:55])[cH:53][cH:54]1.[c:1]1([P:2]([c:3]2[cH:4][cH:5][cH:6][cH:7][cH:8]2)[c:9]2[cH:10][cH:11][cH:12][cH:13][cH:14]2)[cH:15][cH:16][cH:17][cH:18][cH:19]1>>[CH:28]1([CH2:33][CH:34]([C:35](=[O:37])[NH:48][c:49]2[n:50][cH:51][c:52]([CH3:55])[cH:53][cH:54]2)[c:38]2[cH:39][cH:40][c:41]([S:44](=[O:45])(=[O:46])[CH3:47])[cH:42][cH:43]2)[CH2:29][CH2:30][CH2:31][CH2:32]1. The reactants are ClC=1N=CNC1Cl (4,5-Dichloroimidazole), [OH-].[K+] (Potassium hydroxide), BrCCCCCCCCCCC (1-bromoundecane), [K+].[Br-] (KBr), BrCC1=CC2=CC=CC=C2C=C1 (2-bromomethylnaphthalene). Solvent: C(C)#N (acetonitrile). Conditions: time 0.5 hour. Yields the product [Br-].C(CCCCCCCCCC)C1=C(C(=CC2=CC=CC=C12)C)[N+]1=CNC(=C1Cl)Cl (1-undecyl-3-methylnaphthyl-4,5-dichloroimidazolium bromide). As a reaction SMILES: [Cl:1][C:2]1[N:3]=[CH:4][NH:5][C:6]=1[Cl:7].[OH-].[K+].[Br:10][CH2:11][CH2:12][CH2:13][CH2:14][CH2:15][CH2:16][CH2:17][CH2:18][CH2:19][CH2:20][CH3:21].[K+].[Br-].Br[CH2:25][C:26]1[CH:35]=[CH:34][C:33]2[C:28](=[CH:29][CH:30]=[CH:31][CH:32]=2)[CH:27]=1>C(#N)C>[Br-:10].[CH2:11]([C:34]1[C:33]2[C:28](=[CH:29][CH:30]=[CH:31][CH:32]=2)[CH:27]=[C:26]([CH3:25])[C:35]=1[N+:3]1[C:2]([Cl:1])=[C:6]([Cl:7])[NH:5][CH:4]=1)[CH2:12][CH2:13][CH2:14][CH2:15][CH2:16][CH2:17][CH2:18][CH2:19][CH2:20][CH3:21] |f:1.2,4.5,8.9|. Procedure details: 4,5-Dichloroimidazole (1.23 g, 9 mmol) will be dissolved into acetonitrile. Potassium hydroxide (0.61 g, 9.9 mmol) will be added and the mixture will be allowed to stir for 0.5 h. 1-bromoundecane (9 mmol) will be added and the solution will be allowed to reflux overnight. The solution will be filtered hot to remove a white precipitate (presumed to be KBr) and 2-bromomethylnaphthalene (1.98 g, 9 mmol) will be added and the mixture will be returned to reflux overnight. The mixture will be allowed ... Starting materials: O1CCN(CC1)C1=CC=C(C=C1)C1=CC2=NC=CN=C2C(=N1)NC[C@H]1CN(CCC1)C(=O)OC(C)(C)C ((S)-tert-butyl 3-((7-(4-morpholinophenyl)pyrido[4,3-b]pyrazin-5-ylamino)methyl)piperidine-1-carboxylate), Cl (HCl). Product: O1CCN(CC1)C1=CC=C(C=C1)C1=CC2=NC=CN=C2C(=N1)NC[C@H]1CNCCC1 ((R)-7-(4-morpholinophenyl)-N-(piperidin-3-ylmethyl)pyrido[4,3-b]pyrazin-5-amine). RXN SMILES: [O:1]1[CH2:6][CH2:5][N:4]([C:7]2[CH:12]=[CH:11][C:10]([C:13]3[N:22]=[C:21]([NH:23][CH2:24][C@@H:25]4[CH2:30][CH2:29][CH2:28][N:27](C(OC(C)(C)C)=O)[CH2:26]4)[C:20]4[C:15](=[N:16][CH:17]=[CH:18][N:19]=4)[CH:14]=3)=[CH:9][CH:8]=2)[CH2:3][CH2:2]1.Cl>>[O:1]1[CH2:6][CH2:5][N:4]([C:7]2[CH:12]=[CH:11][C:10]([C:13]3[N:22]=[C:21]([NH:23][CH2:24][C@@H:25]4[CH2:30][CH2:29][CH2:28][NH:27][CH2:26]4)[C:20]4[C:15](=[N:16][CH:17]=[CH:18][N:19]=4)[CH:14]=3)=[CH:9][CH:8]=2)[CH2:3][CH2:2]1. Reported procedure: (S)-tert-butyl 3-((7-(4-morpholinophenyl)pyrido[4,3-b]pyrazin-5-ylamino)methyl)piperidine-1-carboxylate (0.11 mmol) was treated with HCl solution (in EtOAc, 4 N, 3 mL) at room temperature until the reaction was completed. The precipitates were collected by filtration and further purified by chromatography to afford the title compound. MS (m/z): 405 (M+H)+. Starting materials: NC1=CC=C(C=C1)O (4-aminophenol), C([O-])([O-])=O.[Cs+].[Cs+] (cesium carbonate), CS(=O)C (DMSO), ClC1=NC=CC=C1C1=NC(=NC=C1)N (4-(2-chloropyridin-3-yl)pyrimidin-2-amine). Run in O (water). Conditions: temperature 100 celsius. Yields the product NC1=CC=C(OC2=NC=CC=C2C2=NC(=NC=C2)N)C=C1 (4-(2-(4-aminophenoxy)pyridin-3-yl)pyrimidin-2-amine). As a reaction SMILES: [NH2:1][C:2]1[CH:7]=[CH:6][C:5]([OH:8])=[CH:4][CH:3]=1.C(=O)([O-])[O-].[Cs+].[Cs+].CS(C)=O.Cl[C:20]1[C:25]([C:26]2[CH:31]=[CH:30][N:29]=[C:28]([NH2:32])[N:27]=2)=[CH:24][CH:23]=[CH:22][N:21]=1>O>[NH2:1][C:2]1[CH:7]=[CH:6][C:5]([O:8][C:20]2[C:25]([C:26]3[CH:31]=[CH:30][N:29]=[C:28]([NH2:32])[N:27]=3)=[CH:24][CH:23]=[CH:22][N:21]=2)=[CH:4][CH:3]=1 |f:1.2.3|. Procedure details: To a resealable tube was added 4-aminophenol (1.3 g, 12 mmol), cesium carbonate (7.8 g, 24 mmol), and DMSO (16 ml, 0.75 M). The mixture was heated to 100° C. for 5 minutes, and then 4-(2-chloropyridin-3-yl)pyrimidin-2-amine (2.5 g, 12 mmol) was added, and the reaction mixture was heated to 130° C. overnight. Upon completion, as judged by LCMS, the reaction mixture was allowed to cool to RT and diluted with water. The resulting precipitate was filtered, and the solid washed with water and diethyl... Reactants: [OH-].[K+] (KOH), O (water), 27.6, CC(C)(CCC(C)(OO)C)OO (2,5-dimethyl-2,5-dihydroperoxyhexane), C(C(C)(C)C)(=O)Cl (pivaloyl chloride). Run at time 2 hour. Procedure: A jacketed reactor equipped with a mecahnical stirrer, a thermometer and a dropping funnel was charged with 18.7 g (0.150 mole) of 45% KOH, 15.0 g of water, 27.6 (0.120 mole) of 77.6% (wetted solid) 2,5-dimethyl-2,5-dihydroperoxyhexane and 100 ml of methylene chloride. To the resulting two liquid phase mixture at 28° to 30° C. was added 12.8 g (0.100 mole) of 94.3% pivaloyl chloride over a period of about 30 minutes. The resulting mixture was then stirred for 2.0 hours at 28° to 30° C. after whi... Yields the product C(C(C)(C)C)(=O)OOC(CCC(C)(C)O)(C)C (4-hydroxy-1,1,4,4-tetramethylbutyl peroxypivalate). RXN SMILES: [OH-].[K+].O.[CH3:4][C:5]([O:14][OH:15])([CH2:7][CH2:8][C:9]([CH3:13])([O:11]O)[CH3:10])[CH3:6].[C:16](Cl)(=[O:21])[C:17]([CH3:20])([CH3:19])[CH3:18]>C(Cl)Cl>[C:16]([O:15][O:14][C:5]([CH3:6])([CH3:4])[CH2:7][CH2:8][C:9]([OH:11])([CH3:13])[CH3:10])(=[O:21])[C:17]([CH3:20])([CH3:19])[CH3:18] |f:0.1|. Run in C(Cl)Cl (methylene chloride).